This data is from the Open Reaction Database (ORD), a public repository of structured organic reaction records. The task is: describe an organic reaction: reactants, conditions, products, and yield Starting materials: CC(=O)O, ClCCl, Cl, C1COCCO1, O, CC(C)(C)OC(=O)CC1CCN(CC(=O)NCc2ccc(Nc3nc4ccccc4[nH]3)cc2)C(=O)c2ccccc21. Yields the product O=C(O)CC1CCN(CC(=O)NCc2ccc(Nc3nc4ccccc4[nH]3)cc2)C(=O)c2ccccc21. As a reaction SMILES: [CH3:46][C:47](=[O:48])[OH:49].[Cl:43][CH2:44][Cl:45].[ClH:42].[O:51]1[CH2:52][CH2:53][O:54][CH2:55][CH2:56]1.[OH2:50].[nH:1]1[c:2]([NH:10][c:11]2[cH:12][cH:13][c:14]([CH2:15][NH:16][C:17]([CH2:18][N:19]3[C:20](=[O:38])[c:21]4[c:22]([cH:34][cH:35][cH:36][cH:37]4)[CH:23]([CH2:26][C:27](=[O:28])[O:29][C:30]([CH3:31])([CH3:32])[CH3:33])[CH2:24][CH2:25]3)=[O:39])[cH:40][cH:41]2)[n:3][c:4]2[c:5]1[cH:6][cH:7][cH:8][cH:9]2>>[nH:1]1[c:2]([NH:10][c:11]2[cH:12][cH:13][c:14]([CH2:15][NH:16][C:17]([CH2:18][N:19]3[C:20](=[O:38])[c:21]4[c:22]([cH:34][cH:35][cH:36][cH:37]4)[CH:23]([CH2:26][C:27](=[O:28])[OH:29])[CH2:24][CH2:25]3)=[O:39])[cH:40][cH:41]2)[n:3][c:4]2[c:5]1[cH:6][cH:7][cH:8][cH:9]2.